This data is from the Open Reaction Database (ORD), a public repository of structured organic reaction records. The task is: describe an organic reaction: reactants, conditions, products, and yield Reactants: CCCCCC (hexane), C[Si](C)(C)C1(C=CC=C1)B(Cl)Cl (trimethylsilyl-cyclopentadienyl-dichloroborane), C(Cl)Cl (methylene chloride), [Ti](Cl)(Cl)(Cl)Cl (titanium tetrachloride). Reaction conditions: temperature -78 celsius, time 3 hour. Product: [Cl-].[Cl-].[Cl-].ClB(Cl)[Ti+3]C1C=CC=C1 (dichloroboranyl-cyclopentadienyl-titanium trichloride). As a reaction SMILES: C[Si](C1([B:10]([Cl:12])[Cl:11])C=CC=C1)(C)C.C(Cl)[Cl:14].[Ti:16](Cl)(Cl)(Cl)[Cl:17].C[CH2:22][CH2:23][CH2:24][CH2:25][CH3:26]>>[Cl-:11].[Cl-:14].[Cl-:17].[Cl:11][B:10]([Ti+3:16][CH:23]1[CH:24]=[CH:25][CH:26]=[CH:22]1)[Cl:12] |f:4.5.6.7|. Procedure: 11.4 g (0.052 mole) of compound 2 and 100 ml methylene chloride (CH2Cl2) were placed in a 250 ml Schlenk tube. These solution was cooled to −78° C. and 9.8 g (5.6 ml, 0.052 mole) titanium tetrachloride were added drop-wise over 10 minutes. The red solution obtained was slowly heated to room temperature and was stirred for a further 3 hours. The solvent was removed under vacuum, whereupon a yellowish product was obtained. 200 ml hexane were added to the crude solid, and yellow solution obtained w...